From a dataset of the Open Reaction Database (ORD), a public repository of structured organic reaction records. describe an organic reaction: reactants, conditions, products, and yield Reactants: C1(O)=CC(O)=CC=C1 (resorcinol), C1(O)=C(O)C(O)=CC=C1 (pyrogallol). The product is C1(O)=CC(O)=CC=C1.CC(=O)C (resorcinol acetone). As a reaction SMILES: [C:1]1([CH:8]=[CH:7][CH:6]=[C:4]([OH:5])[CH:3]=1)[OH:2].[C:9]1([CH:17]=CC=C(O)[C:11]=1O)[OH:10]>>[C:1]1([CH:8]=[CH:7][CH:6]=[C:4]([OH:5])[CH:3]=1)[OH:2].[CH3:11][C:9]([CH3:17])=[O:10] |f:2.3|. Procedure details: The procedure of Production Example 1 was repeated except that resorcinol was used in-place of the pyrogallol, to give a resorcinol-acetone condensate with a melting point of 170°-180° C. The reactants are teflon, C(C)OC(C=CC1=CC=CC2=C1OC1=C2C=CC=C1[Si](C)(C)C)=O (Ethyl-6-trimethylsilyl-4-dibenzofuranacrylate), C(=O)([O-])[O-].[K+].[K+] (K2CO3), ICl (ICl). Run in C(Cl)(Cl)(Cl)Cl (CCl4). Run at temperature 0 celsius, time 8 hour. Yields the product C(C)OC(C=CC1=CC=CC2=C1OC1=C2C=CC=C1I)=O (Ethyl-6-iodo-4-dibenzofuranacrylate). The yield is 126.0%. Reaction SMILES: [CH2:1]([O:3][C:4](=[O:24])[CH:5]=[CH:6][C:7]1[C:12]2[O:13][C:14]3[C:19]([Si](C)(C)C)=[CH:18][CH:17]=[CH:16][C:15]=3[C:11]=2[CH:10]=[CH:9][CH:8]=1)[CH3:2].C([O-])([O-])=O.[K+].[K+].[I:31]Cl>C(Cl)(Cl)(Cl)Cl>[CH2:1]([O:3][C:4](=[O:24])[CH:5]=[CH:6][C:7]1[C:12]2[O:13][C:14]3[C:19]([I:31])=[CH:18][CH:17]=[CH:16][C:15]=3[C:11]=2[CH:10]=[CH:9][CH:8]=1)[CH3:2] |f:1.2.3|. Procedure details: A flame-dried, 1 L round-bottomed flask was cooled under Ar and charged with ethyl-6-trimethylsilyl -4-dibenzofuranacrylate (6) (11.37 g, 33.6 mmol), anhydrous K2CO3 (14.22 g, 102.9 mmol), and anhydrous CCl4 (230 mL). The solution was allowed to cool to 0° C. The ICl (5.0 mL, 95.5 mmol) was transferred via a teflon canula to a septum capped graduated cylinder which had been flame-dried under Ar and charged with anhydrous CCl4 (34 mL). The resulting 2.8 M solution was then transferred to the cold...